Dataset: the Open Reaction Database (ORD), a public repository of structured organic reaction records. Task: describe an organic reaction: reactants, conditions, products, and yield Starting materials: C(C)(C)N(CC)C(C)C (Di-isopropylethylamine), CCN(C(C)C)C(C)C (Hunig's base), [I-].[Na+] (sodium iodide), COCCl (Methoxymethyl chloride), C(C)(C)(C)OC(=O)N(CCC(=O)OC)[C@H](CO)CC(=O)N(CC1=C(C(=CC=C1)Cl)Cl)C1CC1 ((S)-Methyl 3-(tert-butoxycarbonyl(4-(cyclopropyl(2,3-dichlorobenzyl)amino)-1-hydroxy-4-oxobutan-2-yl)amino)propanoate). Solvent: COCCOC (DME). Product: C(C)(C)(C)OC(=O)N(CCC(=O)OC)[C@H](COCOC)CC(=O)N(CC1=C(C(=CC=C1)Cl)Cl)C1CC1 ((S)-Methyl 3-(tert-butoxycarbonyl(4-(cyclopropyl(2,3-dichlorobenzyl)amino)-1-(methoxymethoxy)-4-oxobutan-2-yl)amino)propanoate). Yield: 53.1%. Reaction SMILES: [C:1]([O:5][C:6]([N:8]([C@@H:15]([CH2:18][C:19]([N:21]([CH:31]1[CH2:33][CH2:32]1)[CH2:22][C:23]1[CH:28]=[CH:27][CH:26]=[C:25]([Cl:29])[C:24]=1[Cl:30])=[O:20])[CH2:16][OH:17])[CH2:9][CH2:10][C:11]([O:13][CH3:14])=[O:12])=[O:7])([CH3:4])([CH3:3])[CH3:2].C(N(C(C)C)CC)(C)C.[I-].[Na+].[CH3:45][O:46][CH2:47]Cl>COCCOC>[C:1]([O:5][C:6]([N:8]([C@@H:15]([CH2:18][C:19]([N:21]([CH:31]1[CH2:32][CH2:33]1)[CH2:22][C:23]1[CH:28]=[CH:27][CH:26]=[C:25]([Cl:29])[C:24]=1[Cl:30])=[O:20])[CH2:16][O:17][CH2:45][O:46][CH3:47])[CH2:9][CH2:10][C:11]([O:13][CH3:14])=[O:12])=[O:7])([CH3:4])([CH3:2])[CH3:3] |f:2.3|. Reported procedure: Into a 250 mL round bottom flask was added 4D (12.42 g, 24.7 mmol) and DME (137 mL). Di-isopropylethylamine (DIEA) or Hunig's base (23.6 mL, 135.7 mmol, 5.5 eq) and sodium iodide (14.79 g, 98.7 mmol, 4.0 eq) was added to the solution and cooled with an ice bath. Methoxymethyl chloride (MOMCl) (10.7 mL, 127.1 mmol, 5.15 eq) was added slowly at 0° C. The reaction was allowed to warm to room temperature overnight. Solvent was removed under vacuum and the residue was portioned between water (150 mL)... The reactants are C(#N)C1=CC=C(C(=O)N)C=C1 (p-Cyanobenzamide), Cl.CO (hydrochloric acid methanol). The solvent is CO (methanol). The product is C(#N)C1=CC=C(C(=O)OC)C=C1 (methyl p-cyanobenzoate). Yield: 93.9%. RXN SMILES: [C:1]([C:3]1[CH:11]=[CH:10][C:6]([C:7](N)=[O:8])=[CH:5][CH:4]=1)#[N:2].Cl.[CH3:13][OH:14]>CO>[C:1]([C:3]1[CH:11]=[CH:10][C:6]([C:7]([O:14][CH3:13])=[O:8])=[CH:5][CH:4]=1)#[N:2] |f:1.2|. Procedure details: p-Cyanobenzamide (73.0 g, 0.5 mol) which has a purity of 99% or more and methanol (460.3 g) were placed in a 2 l-separable flask, and the mixture was allowed to react at 64° C. for 12 hours while a 20% hydrochloric acid/methanol solution (162.4 g) prepared in advance was added thereto with stirring. Gas chromatographic analysis revealed that the reaction mixture contained 75.7 g of methyl p-cyanobenzoate (yield 94%).